This data is from the Open Reaction Database (ORD), a public repository of structured organic reaction records. The task is: describe an organic reaction: reactants, conditions, products, and yield Reactants: FC1=C(C(=CC=C1)O)NC(C)=O (N-(2-fluoro-6-hydroxyphenyl) acetamide), C([O-])([O-])=O.[K+].[K+] (potassium carbonate), C(Br)C1CO1 (epibromohydrin), NC1=C(C=CC=C1F)O (2-amino-3-fluorophenol), NC1=C(C=CC=C1F)O (2-amino-3-fluorophenol). Solvent: CN(C)C=O (DMF), C(C)(=O)OCC (ethyl acetate), O (Water), O.CO (water methanol). Conditions: temperature 70 celsius, time 3 hour. Product: FC1=C(C(=CC=C1)OCC1OC1)NC(C)=O (N-[2-Fluoro-6-(2-oxiranylmethoxy)phenyl]acetamide). The yield is 45.8%. RXN SMILES: N[C:2]1[C:7](F)=CC=C[C:3]=1[OH:9].[F:10][C:11]1[CH:16]=[CH:15][CH:14]=[C:13]([OH:17])[C:12]=1[NH:18][C:19](=[O:21])[CH3:20].C(=O)([O-])[O-].[K+].[K+].C(C1OC1)Br>O.CO.CN(C=O)C.C(OCC)(=O)C.O>[F:10][C:11]1[CH:16]=[CH:15][CH:14]=[C:13]([O:17][CH2:7][CH:2]2[CH2:3][O:9]2)[C:12]=1[NH:18][C:19](=[O:21])[CH3:20] |f:2.3.4,6.7|. Reported procedure: To a stirred solution of 2-amino-3-fluorophenol (300 mg, 2.36 mmol) in water-methanol (10 ml) acetic acid anhydride was added until all 2-amino-3-fluorophenol was used. The solution was then concentrated to a residue of N-(2-fluoro-6-tiydroxyphenyl) acetamide. To a mixture of N-(2-fluoro-6-hydroxyphenyl) acetamide (399 mg, 2.36 mmol) and potassium carbonate (652 mg, 4.72 mmol) in DMF (5 ml) was added epibromohydrin (388 mg, 2.8 mmol) and was stirred at 70° C. for 3 hrs. Water and ethyl acetate w... Starting materials: [C-]#N.[K+] (potassium cyanide), C1COCCOCCOCCOCCOCCO1 (18-crown-6), [I-].[K+] (potassium iodide), ice water, CC1=CC=C(C=C1)S(=O)(=O)OC[C@@H](C1=CC=CC=C1)NC(=O)OCC1=CC=CC=C1 ((R)-2-benzyloxycarbonylamino-2-phenylethyl 4-methylphenylsulfonate). Run in CN(C)C=O (DMF). Reaction conditions: temperature 50 celsius, time 20 hour. The product is C(C1=CC=CC=C1)OC(=O)N[C@@H](CC#N)C1=CC=CC=C1 ((S)-3-Benzyloxycarbonylamino-3-phenylpropionitrile). RXN SMILES: CC1C=CC(S(O[CH2:12][C@H:13]([NH:20][C:21]([O:23][CH2:24][C:25]2[CH:30]=[CH:29][CH:28]=[CH:27][CH:26]=2)=[O:22])[C:14]2[CH:19]=[CH:18][CH:17]=[CH:16][CH:15]=2)(=O)=O)=CC=1.[C-:31]#[N:32].[K+].C1OCCOCCOCCOCCOCCOC1.[I-].[K+]>CN(C=O)C>[CH2:24]([O:23][C:21]([NH:20][C@H:13]([C:14]1[CH:15]=[CH:16][CH:17]=[CH:18][CH:19]=1)[CH2:12][C:31]#[N:32])=[O:22])[C:25]1[CH:26]=[CH:27][CH:28]=[CH:29][CH:30]=1 |f:1.2,4.5|. Procedure: 60.5 g of (R)-2-benzyloxycarbonylamino-2-phenylethyl 4-methylphenylsulfonate (142.2 mmol) were dissolved in 675 ml of DMF. 13.9 g of potassium cyanide (213.3 mmol), 5.64 g of 18-crown-6 (21.33 mmol) and 520 mg of potassium iodide (3.13 mmol) were added and the mixture was stirred at 50° C. for 20 hours. The reaction solution was poured into 500 ml of ice water and then stirred at 0° C. for 5 hours. The precipitate was filtered off with suction and dissolved in ethyl acetate. The organic phase wa... Run at time 1 hour. Procedure details: To a vial was added 1-[(2,2-difluorocyclopropyl)methyl]-3-methyl-5-(3-piperidin-4-ylphenyl)-1,3-dihydro[1,2,5]thiadiazolo[3,4-b]pyridine 2,2-dioxide (31-3) (0.030 g, 0.064 mmol), NMP (1 mL), DIPEA (0.060 mL, 0.344 mmol), and finally methanesulfonyl chloride (0.0374 mL, 0.480 mmol). The reaction mixture was then permitted to stir at room temperature for 1 hour. The crude reaction mixture was then diluted with methanol, then filtered. Purification of crude reaction mixture by reverse phase chromat... RXN SMILES: [F:1][C:2]1([F:30])[CH2:4][CH:3]1[CH2:5][N:6]1[C:14]2[C:9](=[N:10][C:11]([C:15]3[CH:20]=[CH:19][CH:18]=[C:17]([CH:21]4[CH2:26][CH2:25][NH:24][CH2:23][CH2:22]4)[CH:16]=3)=[CH:12][CH:13]=2)[N:8]([CH3:27])[S:7]1(=[O:29])=[O:28].CN1C(=O)CCC1.CCN(C(C)C)C(C)C.[CH3:47][S:48](Cl)(=[O:50])=[O:49]>CO>[F:30][C:2]1([F:1])[CH2:4][CH:3]1[CH2:5][N:6]1[C:14]2[C:9](=[N:10][C:11]([C:15]3[CH:20]=[CH:19][CH:18]=[C:17]([CH:21]4[CH2:26][CH2:25][N:24]([S:48]([CH3:47])(=[O:50])=[O:49])[CH2:23][CH2:22]4)[CH:16]=3)=[CH:12][CH:13]=2)[N:8]([CH3:27])[S:7]1(=[O:29])=[O:28]. Solvent: CO (methanol). Reactants: FC1(C(C1)CN1S(N(C2=NC(=CC=C21)C2=CC(=CC=C2)C2CCNCC2)C)(=O)=O)F (1-[(2,2-difluorocyclopropyl)methyl]-3-methyl-5-(3-piperidin-4-ylphenyl)-1,3-dihydro[1,2,5]thiadiazolo[3,4-b]pyridine 2,2-dioxide), CN1CCCC1=O (NMP), CCN(C(C)C)C(C)C (DIPEA), CS(=O)(=O)Cl (methanesulfonyl chloride). Yields the product FC1(C(C1)CN1S(N(C2=NC(=CC=C21)C2=CC(=CC=C2)C2CCN(CC2)S(=O)(=O)C)C)(=O)=O)F (1-[(2,2-difluorocyclopropyl)methyl]-3-methyl-5-{3-[1-(methylsulfonyl)piperidin-4-yl]phenyl}-1,3-dihydro[1,2,5]thiadiazolo[3,4-b]pyridine 2,2-dioxide). The reactants are C(C)(C)(C)OC(=O)N1C[C@@H](CC1)C1=NOC(N1)=O ((R)-3-(5-oxo-4,5-dihydro-1,2,4-oxadiazol-3-yl)-pyrrolidine-1-carboxylic acid tert-butyl ester), C(Cl)Cl (CH2Cl2), C1(=CC=CC=C1)S (thiophenol). Run in C(=O)(C(F)(F)F)O (TFA). Run at time 24 hour. The product is N1C[C@@H](CC1)C1=NOC(N1)=O ((R)-3-pyrrolidin-3-yl-4H-1,2,4-oxadiazol-5-one). Isolated yield 91.1%. Reaction SMILES: C(OC([N:8]1[CH2:12][CH2:11][C@@H:10]([C:13]2[NH:17][C:16](=[O:18])[O:15][N:14]=2)[CH2:9]1)=O)(C)(C)C.C(Cl)Cl.C1(S)C=CC=CC=1>C(O)(C(F)(F)F)=O>[NH:8]1[CH2:12][CH2:11][C@@H:10]([C:13]2[NH:17][C:16](=[O:18])[O:15][N:14]=2)[CH2:9]1. Reported procedure: Crude (R)-3-(5-oxo-4,5-dihydro-1,2,4-oxadiazol-3-yl)-pyrrolidine-1-carboxylic acid tert-butyl ester (872 mg, 3.41 mmol), CH2Cl2 (5 mL) and thiophenol (0.7 mL, 6.8 mmol) were combined and diluted with TFA (5 mL). After 24 h, the reaction was concentrated in vacuo. The residue was partitioned between CH2Cl2 and water. The layers were separated and the CH2Cl2 layer was extracted with water. The combined aqueous layers were concentrated in vacuo. Reverse phase HPLC purification yielded 482 mg of (R)... Reactants: OC1CCN(c2cnc(-c3nn(Cc4ccccc4F)c4ncccc34)nc2)C1, [H-], CI, [Na+], CN(C)C=O, O. Product: COC1CCN(c2cnc(-c3nn(Cc4ccccc4F)c4ncccc34)nc2)C1. Reaction SMILES: [F:1][c:2]1[c:3]([CH2:4][n:5]2[n:6][c:7](-[c:14]3[n:15][cH:16][c:17]([N:20]4[CH2:21][CH:22]([OH:25])[CH2:23][CH2:24]4)[cH:18][n:19]3)[c:8]3[c:9]2[n:10][cH:11][cH:12][cH:13]3)[cH:26][cH:27][cH:28][cH:29]1.[H-:30].[I:32][CH3:33].[Na+:31].[O:35]=[CH:36][N:37]([CH3:38])[CH3:39].[OH2:34]>>[F:1][c:2]1[c:3]([CH2:4][n:5]2[n:6][c:7](-[c:14]3[n:15][cH:16][c:17]([N:20]4[CH2:21][CH:22]([O:25][CH3:33])[CH2:23][CH2:24]4)[cH:18][n:19]3)[c:8]3[c:9]2[n:10][cH:11][cH:12][cH:13]3)[cH:26][cH:27][cH:28][cH:29]1. Procedure: In a similar manner to the preparation of 18, compound 34 was obtained from 4′-(2,3-epoxy-propoxy)-3,4-methylenedioxy-chalcone, 17 (1 g, 2.9 mmol) and tert-butyl amine (0.93 mL, 9 mmol) in dry methanol (80 mL). Yield 1 g (84%); mp 122-piperazine 124° C.; MS (FAB) 398 (M++1); IR (KBr) 3401, 1660; 1H NMR (300 MHz, CDCl3) δ 8.00 (d, J=8.7 Hz, 2H), 7.71 (d, J=15.6 Hz, 1H), 7.37 (d, J=15.6 Hz, 1H), 7.16 (s, 1H), 7.11 (d, J=8.1 Hz, 1H), 6.99 (d, J=8.7 Hz, 2H), 6.83 (d, J=7.8 Hz, 1H), 6.01 (s, 2H), 4.0... Reactants: CO (methanol), COC=1C=C(C=CC1OC)C=CC(=O)C1=CC=C(C=C1)OCC(CN1CCN(CC1)C1=CC=CC=C1)O (3,4-Dimethoxy-4′-[2-hydroxy-3-(4-phenylpiperazin-1-yl)-propoxy]-chalcone). The product is C(C)(C)(C)NCC(COC1=CC=C(C(C=CC2=CC3=C(C=C2)OCO3)=O)C=C1)O (4′-[3-tert-Butylamino-2-hydroxy-propoxy]-3,4-methylenedioxy-chalcone), O1C(COC2=CC=C(C(C=CC3=CC4=C(C=C3)OCO4)=O)C=C2)C1 (4′-(2,3-Epoxy-propoxy)-3,4-methylenedioxy-chalcone), C(C)(C)(C)N (tert-butyl amine). RXN SMILES: [CH3:1][O:2][C:3]1[CH:4]=[C:5]([CH:11]=[CH:12][C:13]([C:15]2[CH:20]=[CH:19][C:18]([O:21][CH2:22][CH:23]([OH:37])[CH2:24][N:25]3CC[N:28]([C:31]4[CH:36]=CC=C[CH:32]=4)CC3)=[CH:17][CH:16]=2)=[O:14])[CH:6]=[CH:7][C:8]=1[O:9]C.[CH3:38]O>>[C:5]([NH:25][CH2:24][CH:23]([OH:37])[CH2:22][O:21][C:18]1[CH:17]=[CH:16][C:15]([C:13](=[O:14])[CH:12]=[CH:11][C:5]2[CH:6]=[CH:7][C:8]3[O:9][CH2:1][O:2][C:3]=3[CH:4]=2)=[CH:20][CH:19]=1)([CH3:11])([CH3:6])[CH3:4].[O:37]1[CH2:24][CH:23]1[CH2:22][O:21][C:18]1[CH:19]=[CH:20][C:15]([C:13](=[O:14])[CH:12]=[CH:11][C:5]2[CH:6]=[CH:7][C:8]3[O:9][CH2:1][O:2][C:3]=3[CH:4]=2)=[CH:16][CH:17]=1.[C:31]([NH2:28])([CH3:36])([CH3:38])[CH3:32]. Starting materials: ice water, ClC=1C=C(C(=NC1)F)F (5-chloro-2,3-difluoropyridine), C(CC(=O)OCC)(=O)OCC (diethyl malonate), C([O-])([O-])=O.[Cs+].[Cs+] (cesium carbonate). Run in CS(=O)C (dimethyl sulfoxide). Conditions: temperature 110 celsius, time 4.5 hour. Yields the product ClC=1C=C(C(=NC1)C(C(=O)OCC)C(=O)OCC)F (diethyl (5-chloro-3-fluoro-2-pyridyl)malonate). Yield: 78.2%. RXN SMILES: [Cl:1][C:2]1[CH:3]=[C:4]([F:9])[C:5](F)=[N:6][CH:7]=1.[C:10]([O:18][CH2:19][CH3:20])(=[O:17])[CH2:11][C:12]([O:14][CH2:15][CH3:16])=[O:13].C(=O)([O-])[O-].[Cs+].[Cs+]>CS(C)=O>[Cl:1][C:2]1[CH:3]=[C:4]([F:9])[C:5]([CH:11]([C:12]([O:14][CH2:15][CH3:16])=[O:13])[C:10]([O:18][CH2:19][CH3:20])=[O:17])=[N:6][CH:7]=1 |f:2.3.4|. Reported procedure: A mixture of 3.85 g of 5-chloro-2,3-difluoropyridine, 8.80 g of diethyl malonate, 25 ml of dimethyl sulfoxide and 17.9 g of cesium carbonate was stirred for 4.5 hours at 110° C. under a nitrogen atmosphere. The reaction mixture was allowed to cool to room temperature, then, to this was added ice water, and extracted with ethyl acetate. The organic layer was washed with saturated brine twice, and dried over anhydrous magnesium sulfate, then, concentrated under reduced pressure, to obtain 5.83 g o... The reactants are ClCCCCCC(=O)OC (methyl 6-chlorohexanoate), C(P(OC)(=O)OC)P(OC)(=O)OC (tetramethyl methanebisphosphonate). Yields the product COC(=O)CCCCCC(P(OC)(=O)OC)P(OC)(=O)OC (tetramethyl 5-methoxycarbonylpentyl-methanebisphosphonate). Reaction SMILES: Cl[CH2:2][CH2:3][CH2:4][CH2:5][CH2:6][C:7]([O:9][CH3:10])=[O:8].[CH2:11]([P:18]([O:22][CH3:23])(=[O:21])[O:19][CH3:20])[P:12]([O:16][CH3:17])(=[O:15])[O:13][CH3:14]>>[CH3:10][O:9][C:7]([CH2:6][CH2:5][CH2:4][CH2:3][CH2:2][CH:11]([P:12]([O:13][CH3:14])(=[O:15])[O:16][CH3:17])[P:18]([O:22][CH3:23])(=[O:21])[O:19][CH3:20])=[O:8]. Reported procedure: Following the General Synthetic Procedure B, methyl 6-chlorohexanoate is reacted with tetramethyl methanebisphosphonate to produce tetramethyl 5-methoxycarbonylpentyl-methanebisphosphonate that is then hydrolyzed to yield 5-carboxypentyl-methanebisphosphonic acid, and then hydrogenated to reduce the carboxy group to a hydroxymethylene group. The resulting 6-hydroxyhexyl-methanebisphosphonic acid is then methacrylated with methacryloyl chloride to afford 6-methacryloxyhexyl-methanebisphosphonic a... Starting materials: O=C1CCC(=O)N1Br, CC(=O)OCCC(CO)COC(C)=O, ClCCl. Product: CC(=O)OCCC(CBr)COC(C)=O. RXN SMILES: [Br:15][N:16]1[C:17](=[O:18])[CH2:19][CH2:20][C:21]1=[O:22].[C:1]([CH3:2])(=[O:3])[O:4][CH2:5][CH:6]([CH2:7][CH2:8][O:9][C:10]([CH3:11])=[O:12])[CH2:13][OH:14].[Cl:23][CH2:24][Cl:25]>>[C:1]([CH3:2])(=[O:3])[O:4][CH2:5][CH:6]([CH2:7][CH2:8][O:9][C:10]([CH3:11])=[O:12])[CH2:13][Br:15]. Starting materials: C(C)O (ethanol), C(C1=CC=CC=C1)C1=CC2=C(NC(N2)=S)C=C1 (5-benzyl-benzimidazoline-2-thione), ClCCCO (3-chloro-1-propanol), [OH-].[Na+] (sodium hydroxide). Run in O (water). Yields the product C(C1=CC=CC=C1)C1=CC2=C(N=C(N2)SCCCO)C=C1 (5-Benzyl-2-(3-hydroxypropylthio)-benzimidazole). Yield: 65.4%. Reaction SMILES: [CH2:1]([C:8]1[CH:17]=[CH:16][C:11]2[NH:12][C:13](=[S:15])[NH:14][C:10]=2[CH:9]=1)[C:2]1[CH:7]=[CH:6][CH:5]=[CH:4][CH:3]=1.Cl[CH2:19][CH2:20][CH2:21][OH:22].[OH-].[Na+].C(O)C>O>[CH2:1]([C:8]1[CH:17]=[CH:16][C:11]2[N:12]=[C:13]([S:15][CH2:19][CH2:20][CH2:21][OH:22])[NH:14][C:10]=2[CH:9]=1)[C:2]1[CH:3]=[CH:4][CH:5]=[CH:6][CH:7]=1 |f:2.3|. Reported procedure: 12.02 g (50 mmoles) of 5-benzyl-benzimidazoline-2-thione, 4.72 ml of 3-chloro-1-propanol, 2.0 g (50 mmoles) of sodium hydroxide dissolved in water and ethanol are reacted as described in the above Example. The recovering of the product is carried out similarly. 9.76 g (65.4%) of title product are obtained. M.p.: 103°-105° C.